From a dataset of the Open Reaction Database (ORD), a public repository of structured organic reaction records. describe an organic reaction: reactants, conditions, products, and yield Starting materials: FCCBr, CN(C)C=O, [Cl-], Fc1ccc(-c2c(-c3ccnc(Cl)c3)[nH]c3cccnc23)cc1, [H-], [NH4+], [Na+]. Product: FCCn1c(-c2ccnc(Cl)c2)c(-c2ccc(F)cc2)c2ncccc21. RXN SMILES: [Br:26][CH2:27][CH2:28][F:29].[CH3:32][N:33]([CH3:34])[CH:35]=[O:36].[Cl-:30].[Cl:3][c:4]1[n:5][cH:6][cH:7][c:8](-[c:10]2[c:11](-[c:19]3[cH:20][cH:21][c:22]([F:25])[cH:23][cH:24]3)[c:12]3[n:13][cH:14][cH:15][cH:16][c:17]3[nH:18]2)[cH:9]1.[H-:1].[NH4+:31].[Na+:2]>>[Cl:3][c:4]1[n:5][cH:6][cH:7][c:8](-[c:10]2[c:11](-[c:19]3[cH:20][cH:21][c:22]([F:25])[cH:23][cH:24]3)[c:12]3[n:13][cH:14][cH:15][cH:16][c:17]3[n:18]2[CH2:27][CH2:28][F:29])[cH:9]1. Starting materials: C(C=C)C1=C2C=CN(C2=C(C=C1OC)C)C(=O)OC(C)(C)C (tert-Butyl 4-allyl-5-methoxy-7-methyl-1H-indole-1-carboxylate). Reagents/catalysts: C(C)(=O)[O-].[Pd+2].C(C)(=O)[O-] (palladium(II) acetate). Solvent: 1,1,1,3,3,3-hexafluoro-propanol, C(C(F)(F)F)(C(F)(F)F)O (HFIPA). Reaction conditions: time 4 hour. Yields the product COC=1C(=C2C=CN(C2=C(C1)C)C(=O)OC(C)(C)C)C=CC (tert-Butyl 5-methoxy-7-methyl-4-(prop-1-en-1-yl)-1H-indole-1-carboxylate). RXN SMILES: [CH2:1]([C:4]1[C:12]([O:13][CH3:14])=[CH:11][C:10]([CH3:15])=[C:9]2[C:5]=1[CH:6]=[CH:7][N:8]2[C:16]([O:18][C:19]([CH3:22])([CH3:21])[CH3:20])=[O:17])[CH:2]=[CH2:3]>C(O)(C(F)(F)F)C(F)(F)F.C([O-])(=O)C.[Pd+2].C([O-])(=O)C>[CH3:14][O:13][C:12]1[C:4]([CH:1]=[CH:2][CH3:3])=[C:5]2[C:9](=[C:10]([CH3:15])[CH:11]=1)[N:8]([C:16]([O:18][C:19]([CH3:20])([CH3:21])[CH3:22])=[O:17])[CH:7]=[CH:6]2 |f:2.3.4|. Procedure details: To a solution of tert-Butyl 4-allyl-5-methoxy-7-methyl-1H-indole-1-carboxylate (9.8 g, 32.5 mmol) in 1,1,1,3,3,3-hexafluoro-propanol (HFIPA) (40.6 mL) was added to palladium(II) acetate (0.073 g, 0.325 mmol) in 4 mL of HFIPA. The reaction was stirred at room temperature for 4 hours. The reaction was concentrated and absorbed onto silica and then purified by silica gel flash chromatography (0-30% ethyl acetate/heptanes) to provide the title compound. MS (ESI+) m/z 302.25 (M+H). The reactants are C(C1=CC=CC=C1)N1CCC(CC1)(C1=CC=C(C=C1)C(F)(F)F)O (1-benzyl-4-hydroxy-4-(α,α,α-trifluoro-p-tolyl)piperidine), [OH-].[Na+] (NaOH), C(C)O (ethanol), C(C)(=O)O (acetic acid). The reagents and catalysts are [Pd] (Pd/C). Solvent: O (water). The product is OC1(CCNCC1)C1=CC=C(C=C1)C(F)(F)F (4-hydroxy-4-(α,α,α-trifluoro-p-tolyl)piperidine). As a reaction SMILES: C([N:8]1[CH2:13][CH2:12][C:11]([OH:24])([C:14]2[CH:19]=[CH:18][C:17]([C:20]([F:23])([F:22])[F:21])=[CH:16][CH:15]=2)[CH2:10][CH2:9]1)C1C=CC=CC=1.C(O)C.C(O)(=O)C.[OH-].[Na+]>[Pd].O>[OH:24][C:11]1([C:14]2[CH:15]=[CH:16][C:17]([C:20]([F:23])([F:21])[F:22])=[CH:18][CH:19]=2)[CH2:12][CH2:13][NH:8][CH2:9][CH2:10]1 |f:3.4|. Procedure: A mixture of 10.0 g. (0.03 mol) of 1-benzyl-4-hydroxy-4-(α,α,α-trifluoro-p-tolyl)piperidine and 1.0 g. of 10% Pd/C in 100 ml. of ethanol containing 2.0 ml. of acetic acid is shaken under hydrogen. The mixture is filtered and the filtrate is evaporated to give a white solid which is dissolved in 50 ml. of water and rendered alkaline by addition of 1N NaOH solution. Filtration gives white crystals, m.p. 136°-138°C. The reactants are CC=1C2=C(SC1C=O)C=CC=C2 (3-methylbenzo[b]thiophene-2-carbaldehyde), N1(CCNCC1)C(=O)OC(C)(C)C (t-butyl piperazine-1-carboxylate), [BH-](OC(=O)C)(OC(=O)C)OC(=O)C.[Na+] (NaBH(OAc)3). Solvent: C(Cl)Cl (DCM). Reaction conditions: time 1 hour. Yields the product CC=1C2=C(SC1CN1CCN(CC1)C(=O)OC(C)(C)C)C=CC=C2 (t-butyl 4-((3-methylbenzo[b]thiophen-2-yl)methyl)piperazine-1-carboxylate). Reaction SMILES: [CH3:1][C:2]1[C:3]2[CH:12]=[CH:11][CH:10]=[CH:9][C:4]=2[S:5][C:6]=1[CH:7]=O.[N:13]1([C:19]([O:21][C:22]([CH3:25])([CH3:24])[CH3:23])=[O:20])[CH2:18][CH2:17][NH:16][CH2:15][CH2:14]1.[BH-](OC(C)=O)(OC(C)=O)OC(C)=O.[Na+]>C(Cl)Cl>[CH3:1][C:2]1[C:3]2[CH:12]=[CH:11][CH:10]=[CH:9][C:4]=2[S:5][C:6]=1[CH2:7][N:16]1[CH2:15][CH2:14][N:13]([C:19]([O:21][C:22]([CH3:25])([CH3:24])[CH3:23])=[O:20])[CH2:18][CH2:17]1 |f:2.3|. Procedure: To a solution of 3-methylbenzo[b]thiophene-2-carbaldehyde (0.029 mol) in dry DCM (100 mL) is added t-butyl piperazine-1-carboxylate (0.0319 mol), and the mixture is stirred at RT for 1 h. 0.042 Mol of NaBH(OAc)3 is added in portions, and the reaction mixture is stirred overnight at RT. The resulting solution is concentrated under vacuum, and the residue is partitioned between DCM and aqueous sodium bicarbonate solution. The organic phase is separated, washed with water, dried (MgSO4) and evapora... Starting materials: N1(CCCC1)CCN1N=CC2=CC=C(C=C12)N (1-(2-pyrrolidin-1-yl-ethyl)-1H-indazol-6-ylamine), C1(=CC=C(C=C1)SCC(=O)C1=CC=C(S1)CC(=O)O)C ([5-(2-p-tolylsulfanyl-acetyl)-thiophen-2-yl]-acetic acid). Product: CC1=CC=C(C=C1)SCC(=O)C1=CC=C(S1)CC(=O)NC1=CC=C2C=NN(C2=C1)CCN1CCCC1 (2-(5-{[(4-methylphenyl)thio]acetyl}thien-2-yl)-N-[1-(2-pyrrolidin-1-ylethyl)-1H-indazol-6-yl]acetamide). As a reaction SMILES: [N:1]1([CH2:6][CH2:7][N:8]2[C:16]3[C:11](=[CH:12][CH:13]=[C:14]([NH2:17])[CH:15]=3)[CH:10]=[N:9]2)[CH2:5][CH2:4][CH2:3][CH2:2]1.[C:18]1([CH3:37])[CH:23]=[CH:22][C:21]([S:24][CH2:25][C:26]([C:28]2[S:32][C:31]([CH2:33][C:34](O)=[O:35])=[CH:30][CH:29]=2)=[O:27])=[CH:20][CH:19]=1>>[CH3:37][C:18]1[CH:23]=[CH:22][C:21]([S:24][CH2:25][C:26]([C:28]2[S:32][C:31]([CH2:33][C:34]([NH:17][C:14]3[CH:15]=[C:16]4[C:11]([CH:10]=[N:9][N:8]4[CH2:7][CH2:6][N:1]4[CH2:5][CH2:4][CH2:3][CH2:2]4)=[CH:12][CH:13]=3)=[O:35])=[CH:30][CH:29]=2)=[O:27])=[CH:20][CH:19]=1. Procedure: According to the procedure for Example 49, 1-(2-pyrrolidin-1-yl-ethyl)-1H-indazol-6-ylamine and [5-(2-p-tolylsulfanyl-acetyl)-thiophen-2-yl]-acetic acid were processed to provide the title compound. 1H NMR (500 MHz, DMSO-d6) δ ppm 1.82 (m, 2 H), 1.98 (m, 2 H), 2.25 (s, 3 H), 3.02 (m, 2 H), 3.52 (m, 2 H), 3.70 (q, J=5.80 Hz, 2 H), 4.05 (s, 2 H), 4.41 (s, 2 H), 4.68 (t, J=6.26 Hz, 2 H), 7.12 (m, 4 H), 7.26 (m, 2 H), 7.74 (m, 1 H), 7.94 (m, 1 H), 8.11 (s, 1 H), 8.27 (s, 1 H), 9.56 (br s, N H); MS (...